This data is from the Open Reaction Database (ORD), a public repository of structured organic reaction records. The task is: describe an organic reaction: reactants, conditions, products, and yield Reactants: ClC1=C(C=C(C=C1NC1=NN2C(C(=N1)N(CC1=CC=C(C=C1)OC)C1CC1)=NC=C2C#N)C#N)N2CCN(CC2)C2CN(C2)C(=O)OC(C)(C)C (tert-butyl 3-(4-(2-chloro-5-cyano-3-((7-cyano-4-(cyclopropyl(4-methoxybenzyl)amino)imidazo[2,1-f][1,2,4]triazin-2-yl)amino)phenyl)piperazin-1-yl)azetidine-1-carboxylate), N1=C(C=CC=C1C)C (2,6-lutidine), N (ammonia), [Si](C)(C)(C)OS(=O)(=O)C(F)(F)F (TMS-OTf). Run in ClCCl (dichloromethane), ClCCl (dichloromethane). Conditions: time 5 hour. The product is N1CC(C1)N1CCN(CC1)C=1C(=C(C=C(C1)C#N)NC1=NN2C(C(=N1)N(CC1=CC=C(C=C1)OC)C1CC1)=NC=C2C#N)Cl (2-((3-(4-(azetidin-3-yl)piperazin-1-yl)-2-chloro-5-cyanophenyl)amino)-4-(cyclopropyl(4-methoxybenzyl)amino)imidazo[2,1-f][1,2,4]triazine-7-carbonitrile). The yield is 72.8%. RXN SMILES: [Cl:1][C:2]1[C:7]([NH:8][C:9]2[N:14]=[C:13]([N:15]([CH:25]3[CH2:27][CH2:26]3)[CH2:16][C:17]3[CH:22]=[CH:21][C:20]([O:23][CH3:24])=[CH:19][CH:18]=3)[C:12]3=[N:28][CH:29]=[C:30]([C:31]#[N:32])[N:11]3[N:10]=2)=[CH:6][C:5]([C:33]#[N:34])=[CH:4][C:3]=1[N:35]1[CH2:40][CH2:39][N:38]([CH:41]2[CH2:44][N:43](C(OC(C)(C)C)=O)[CH2:42]2)[CH2:37][CH2:36]1.N1C(C)=CC=CC=1C.[Si](OS(C(F)(F)F)(=O)=O)(C)(C)C.N>ClCCl>[NH:43]1[CH2:44][CH:41]([N:38]2[CH2:39][CH2:40][N:35]([C:3]3[C:2]([Cl:1])=[C:7]([NH:8][C:9]4[N:14]=[C:13]([N:15]([CH:25]5[CH2:26][CH2:27]5)[CH2:16][C:17]5[CH:22]=[CH:21][C:20]([O:23][CH3:24])=[CH:19][CH:18]=5)[C:12]5=[N:28][CH:29]=[C:30]([C:31]#[N:32])[N:11]5[N:10]=4)[CH:6]=[C:5]([C:33]#[N:34])[CH:4]=3)[CH2:36][CH2:37]2)[CH2:42]1. Procedure details: To a solution of tert-butyl 3-(4-(2-chloro-5-cyano-3-((7-cyano-4-(cyclopropyl(4-methoxybenzyl)amino)imidazo[2,1-f][1,2,4]triazin-2-yl)amino)phenyl)piperazin-1-yl)azetidine-1-carboxylate (400 mg, 0.563 mmol) in dichloromethane (4.0 mL) at 0° C., was added 2,6-lutidine (0.197 mL, 1.690 mmol). After that TMS-OTf (0.305 mL, 1.690 mmol) was added drop wise. The reaction mixture was allowed to warm to room temperature and stirred for 5 h. The reaction mixture was diluted with dichloromethane (50 mL) a... Run at temperature 20 celsius. As a reaction SMILES: [CH3:1][CH2:2][N:3]([CH2:6][CH2:7][NH:8][C:9]([C:11]1[C:15]([CH3:16])=[C:14](/[CH:17]=[C:18]2/[C:19]3[CH:24]=[C:23]([F:25])[CH:22]=[CH:21][C:20]=3[NH:26][C:27]/2=[O:28])[NH:13][C:12]=1[CH3:29])=[O:10])[CH2:4][CH3:5].[C:30]([OH:33])(=[O:32])[CH3:31]>C(O)CCC>[CH3:1][CH2:2][N:3]([CH2:6][CH2:7][NH:8][C:9]([C:11]1[C:15]([CH3:16])=[C:14](/[CH:17]=[C:18]2/[C:19]3[CH:24]=[C:23]([F:25])[CH:22]=[CH:21][C:20]=3[NH:26][C:27]/2=[O:28])[NH:13][C:12]=1[CH3:29])=[O:10])[CH2:4][CH3:5].[C:30]([O-:33])(=[O:32])[CH3:31] |f:3.4|. Starting materials: CCN(CC)CCNC(=O)C1=C(NC(=C1C)/C=C\2/C3=C(C=CC(=C3)F)NC2=O)C (Sunitinib base), C(C)(=O)O (acetic acid), C(C)(=O)O (acetic acid), CCN(CC)CCNC(=O)C1=C(NC(=C1C)/C=C\2/C3=C(C=CC(=C3)F)NC2=O)C (sunitinib base). Procedure: Sunitinib base (1.5 g) was suspended in n-butanol (7.5 ml) and acetic acid (2.3 ml) was added in one portion with stirring at 20° C. Adding of acetic acid facilitated complete dissolution of sunitinib base within 2 minutes. The solution was stirred for 60 minutes during which orange precipitate was formed. The precipitate was recovered by filtration, washed with t-butyl methyl ether (50 ml) and dried on air for 12 h at 20° C. (Yield 1.074 g). Solvent: C(CCC)O (n-butanol). The product is CCN(CC)CCNC(=O)C=1C(=C(NC1C)/C=C\2/C=3C=C(C=CC3NC2=O)F)C.C(C)(=O)[O-] (Sunitinib Acetate).